The task is: describe an organic reaction: reactants, conditions, products, and yield. This data is from the Open Reaction Database (ORD), a public repository of structured organic reaction records. Starting materials: C(C)O (C2H5OH), C(C)(=O)OC(C)=O (acetic anhydride), CS(=O)C (dimethylsulfoxide), C(C)C=1C=CC(=NC1)C(COC1=CC=C(CC2C(NC(S2)=O)=O)C=C1)O (5-[4-[2-(5-ethyl-2-pyridyl)-2-hydroxyethoxy]benzyl]-2,4-thiazolidinedione). Solvent: O (water). The product is C(C)C=1C=CC(=NC1)C(COC1=CC=C(CC2C(NC(S2)=O)=O)C=C1)=O (5-[4-[2-(5-ethyl-2-pyridyl)-2-oxoethoxy]benzyl]-2,4-thiazolidinedione). The yield is 20.0%. Reaction SMILES: [CH2:1]([C:3]1[CH:4]=[CH:5][C:6]([CH:9]([OH:26])[CH2:10][O:11][C:12]2[CH:25]=[CH:24][C:15]([CH2:16][CH:17]3[S:21][C:20](=[O:22])[NH:19][C:18]3=[O:23])=[CH:14][CH:13]=2)=[N:7][CH:8]=1)[CH3:2].C(O)C.C(OC(=O)C)(=O)C.CS(C)=O>O>[CH2:1]([C:3]1[CH:4]=[CH:5][C:6]([C:9](=[O:26])[CH2:10][O:11][C:12]2[CH:13]=[CH:14][C:15]([CH2:16][CH:17]3[S:21][C:20](=[O:22])[NH:19][C:18]3=[O:23])=[CH:24][CH:25]=2)=[N:7][CH:8]=1)[CH3:2]. Procedure: A mixture of 5-[4-[2-(5-ethyl-2-pyridyl)-2-hydroxyethoxy]benzyl]-2,4-thiazolidinedione. 1/2 C2H5OH (396 mg), acetic anhydride (1.5 ml) and dimethylsulfoxide (4 ml) was stirred at room temperature for 5 hours and then poured into water. The mixture was extracted with ethyl acetate. The ethyl acetate layer was washed with water and dried over magnesium sulfate and the solvent was distilled off. The oily residue was subjected to silica gel chromatography. A fraction eluted with chloroform-methanol ...